Dataset: the Open Reaction Database (ORD), a public repository of structured organic reaction records. Task: describe an organic reaction: reactants, conditions, products, and yield Starting materials: NC=1SC(=C(N1)C(=O)N1[C@H]2C[C@H]2C[C@H]1CN)C1=CC(=CC=C1)F ([2-amino-5-(3-fluoro-phenyl)-thiazol-4-yl]-((1S,3S,5S)-3-aminomethyl-2-aza-bicyclo[3.1.0]hex-2-yl)-methanone), CC=1N=CSC1C(=O)O (4-methyl-thiazole-5-carboxylic acid). The product is NC=1SC(=C(N1)C(=O)N1[C@H]2C[C@H]2C[C@H]1CNC(=O)C1=C(N=CS1)C)C1=CC(=CC=C1)F (4-methyl-thiazole-5-carboxylic acid {(1S,3S,5S)-2-[2-amino-5-(3-fluoro-phenyl)-thiazole-4-carbonyl]-2-aza-bicyclo[3.1.0]hex-3-ylmethyl}-amide). Reaction SMILES: [NH2:1][C:2]1[S:3][C:4]([C:17]2[CH:22]=[CH:21][CH:20]=[C:19]([F:23])[CH:18]=2)=[C:5]([C:7]([N:9]2[C@H:14]([CH2:15][NH2:16])[CH2:13][C@H:12]3[C@@H:10]2[CH2:11]3)=[O:8])[N:6]=1.[CH3:24][C:25]1[N:26]=[CH:27][S:28][C:29]=1[C:30](O)=[O:31]>>[NH2:1][C:2]1[S:3][C:4]([C:17]2[CH:22]=[CH:21][CH:20]=[C:19]([F:23])[CH:18]=2)=[C:5]([C:7]([N:9]2[C@H:14]([CH2:15][NH:16][C:30]([C:29]3[S:28][CH:27]=[N:26][C:25]=3[CH3:24])=[O:31])[CH2:13][C@H:12]3[C@@H:10]2[CH2:11]3)=[O:8])[N:6]=1. Procedure: prepared by reaction of [2-amino-5-(3-fluoro-phenyl)-thiazol-4-yl]-((1S,3S,5S)-3-aminomethyl-2-aza-bicyclo[3.1.0]hex-2-yl)-methanone with 4-methyl-thiazole-5-carboxylic acid. LC-MS (basic): tR=0.73 min; [M+H]+=457.8. The reactants are ClC1=CC(=C(C(=O)N(C)OC)C=C1)NC1=NC(=CC=C1)N1C(=CC=C1C)C (4-chloro-2-[6-(2,5-dimethyl-pyrrol-1-yl)-pyridin-2-ylamino]-N-methoxy-N-methyl-benzamide), C1CCOC1 (THF), C1CCOC1 (THF). Conditions: time 8 hour. Product: ClC1=CC(=C(C=C1)C(CCC1=CC=CC=C1)=O)NC1=NC(=CC=C1)N1C(=CC=C1C)C (1-{4-chloro-2-[6-(2,5-dimethyl-pyrrol-1-yl)-pyridin-2-ylamino]-phenyl}-3-phenyl-propan-1-one). RXN SMILES: [Cl:1][C:2]1[CH:13]=[CH:12][C:5]([C:6](N(OC)C)=[O:7])=[C:4]([NH:14][C:15]2[CH:20]=[CH:19][CH:18]=[C:17]([N:21]3[C:25]([CH3:26])=[CH:24][CH:23]=[C:22]3[CH3:27])[N:16]=2)[CH:3]=1.[CH2:28]1[CH2:32]O[CH2:30][CH2:29]1>>[Cl:1][C:2]1[CH:13]=[CH:12][C:5]([C:6](=[O:7])[CH2:30][CH2:29][C:28]2[CH:32]=[CH:4][CH:3]=[CH:2][CH:13]=2)=[C:4]([NH:14][C:15]2[CH:20]=[CH:19][CH:18]=[C:17]([N:21]3[C:25]([CH3:26])=[CH:24][CH:23]=[C:22]3[CH3:27])[N:16]=2)[CH:3]=1. Procedure details: A solution of 4-chloro-2-[6-(2,5-dimethyl-pyrrol-1-yl)-pyridin-2-ylamino]-N-methoxy-N-methyl-benzamide (1.59 g) in THF (20 mL) was cooled in an ice bath, and phenethyl-Grignard solution (10 mL, 1 M in THF) added via syringe. The mixture was stirred overnight at RT, quenched with NH4Cl (aq), extracted with EtOAc, and adsorbed on silica. The product was chromatographed on silica (80 g) (hexane/EtOAc 100:0 to 50:50) (or using DCM/MeOH) to provide 1-{4-chloro-2-[6-(2,5-dimethyl-pyrrol-1-yl)-pyridin-... Reactants: CC(=O)OC(C)C(=O)Cl, CC(C)=O, CC1CC(=O)NN=C1c1ccc(N)cc1. The product is CC(=O)OC(C)C(=O)Nc1ccc(C2=NNC(=O)CC2C)cc1. Reaction SMILES: [C:16]([CH3:17])(=[O:18])[O:19][CH:20]([C:21](=[O:22])[Cl:23])[CH3:24].[CH3:25][C:26](=[O:27])[CH3:28].[NH2:1][c:2]1[cH:3][cH:4][c:5]([C:8]2=[N:13][NH:12][C:11](=[O:14])[CH2:10][CH:9]2[CH3:15])[cH:6][cH:7]1>>[NH:1]([c:2]1[cH:3][cH:4][c:5]([C:8]2=[N:13][NH:12][C:11](=[O:14])[CH2:10][CH:9]2[CH3:15])[cH:6][cH:7]1)[C:21]([CH:20]([O:19][C:16]([CH3:17])=[O:18])[CH3:24])=[O:22]. The reactants are B (Borane), C([O-])([O-])=O.[K+].[K+] (Potassium carbonate), C(#N)C=1C(=C(C(=O)O)C(=CC1)C)C (3-cyano-2,6-dimethylbenzoic acid), O (water). The solvent is O1CCCC1 (tetrahydrofuran), O1CCCC1 (tetrahydrofuran). Yields the product C(#N)C=1C(=C(C(=CC1)C)CO)C ((3-cyano-2,6-dimethylphenyl)methanol). Isolated yield 37.1%. As a reaction SMILES: [C:1]([C:3]1[C:4]([CH3:13])=[C:5]([C:9]([CH3:12])=[CH:10][CH:11]=1)[C:6](O)=[O:7])#[N:2].B.O.C(=O)([O-])[O-].[K+].[K+]>O1CCCC1>[C:1]([C:3]1[C:4]([CH3:13])=[C:5]([CH2:6][OH:7])[C:9]([CH3:12])=[CH:10][CH:11]=1)#[N:2] |f:3.4.5|. Reported procedure: A solution of 3-cyano-2,6-dimethylbenzoic acid (8.11 grams, 0.049 mole) in tetrahydrofuran (100 ml) was cooled to 0°. Borane (48.7 grams, 0.049 mole) in tetrahydrofuran was added dropwise over a 20 minute period. The mixture was allowed to come to room temperature, and water was added. Potassium carbonate was added to separate the layers. The aqueous layer was extracted with diethyl ether. The extract was added to the organic phase, which was dried over magnesium sulfate, filtered, and the solve...